From a dataset of the Open Reaction Database (ORD), a public repository of structured organic reaction records. describe an organic reaction: reactants, conditions, products, and yield The reactants are ClC1=C(C(=NC2=CC(=CC(=C12)F)F)C=1C=NC(=CC1)F)C (4-chloro-5,7-difluoro-2-(6-fluoropyridin-3-yl)-3-methylquinoline), CC1CCNCC1 (4-methylpiperidine), O (water), C([O-])([O-])=O.[K+].[K+] (potassium carbonate). Run in CN(C)C=O (DMF). Conditions: temperature 80 celsius, time 19.5 hour. Product: ClC1=C(C(=NC2=CC(=CC(=C12)F)F)C=1C=NC(=CC1)N1CCC(CC1)C)C (4-chloro-5,7-difluoro-3-methyl-2-(6-(4-methylpiperidin-1-yl)-pyridin-3-yl)quinoline). Reaction SMILES: [Cl:1][C:2]1[C:11]2[C:6](=[CH:7][C:8]([F:13])=[CH:9][C:10]=2[F:12])[N:5]=[C:4]([C:14]2[CH:15]=[N:16][C:17](F)=[CH:18][CH:19]=2)[C:3]=1[CH3:21].[CH3:22][CH:23]1[CH2:28][CH2:27][NH:26][CH2:25][CH2:24]1.C(=O)([O-])[O-].[K+].[K+].O>CN(C=O)C>[Cl:1][C:2]1[C:11]2[C:6](=[CH:7][C:8]([F:13])=[CH:9][C:10]=2[F:12])[N:5]=[C:4]([C:14]2[CH:15]=[N:16][C:17]([N:26]3[CH2:27][CH2:28][CH:23]([CH3:22])[CH2:24][CH2:25]3)=[CH:18][CH:19]=2)[C:3]=1[CH3:21] |f:2.3.4|. Procedure details: To a stirred solution of 4-chloro-5,7-difluoro-2-(6-fluoropyridin-3-yl)-3-methylquinoline (0.1 g, 0.32 mmol) in DMF (3.0 mL) was added 4-methylpiperidine (0.035 g, 0.36 mmol) followed by potassium carbonate (0.090 g, 0.65 mmol). The reaction was stirred at 80° C. and stirring continued for 19.5 h. After which, the reaction mixture was cooled to rt and water was added. The crude reaction mixture was extracted with EtOAc, dried over magnesium sulfate and concd in vacuo. The crude material was puri...